From a dataset of the Open Reaction Database (ORD), a public repository of structured organic reaction records. describe an organic reaction: reactants, conditions, products, and yield Reactants: Cl.NO (hydroxylamine hydrochloride), ClCC(C(=O)Cl)(C)C (3-chloropivaloyl chloride). Run in O (water), O (water), [OH-].[Na+] (sodium hydroxide), [OH-].[Na+] (sodium hydroxide). Conditions: time 1 hour. The product is ClCC(C(=O)NO)(C)C (3-Chloro-N-hydroxy-2,2-dimethylpropanamide). Reaction SMILES: Cl.[NH2:2][OH:3].[Cl:4][CH2:5][C:6]([CH3:11])([CH3:10])[C:7](Cl)=[O:8]>O.[OH-].[Na+]>[Cl:4][CH2:5][C:6]([CH3:11])([CH3:10])[C:7]([NH:2][OH:3])=[O:8] |f:0.1,4.5|. Procedure details: To a solution of hydroxylamine hydrochloride (50.0 g, 0.7195 mol) in 150 mL of water, 50% aqueous sodium hydroxide solution is added dropwise until a pH of 7.0-7.2 is obtained. The solution is cooled to 20°-25° C. and 3-chloropivaloyl chloride (100.0 g, 0.6426 mol) is added dropwise maintaining a pH of 7.0-7.2 with 50% aqueous sodium hydroxide solution and a reaction pot temperature <30° C. The total addition time is 1 hour. This yellow slurry is stirred at room temperature overnight then dilute... Reactants: [BH4-], CC1(CC2Cc3c(cccc3-c3ccc(C(C)(C)C)cc3)C2=O)CCCCC1, Cc1ccccc1, CO, [Na+], O=S(=O)(O)O. The product is CC1(CC2=Cc3cccc(-c4ccc(C(C)(C)C)cc4)c3C2)CCCCC1. As a reaction SMILES: [BH4-:29].[C:1]([CH3:2])([CH3:3])([CH3:4])[c:5]1[cH:6][cH:7][c:8](-[c:11]2[c:12]3[c:16]([cH:17][cH:18][cH:19]2)[C:15](=[O:20])[CH:14]([CH2:21][C:22]2([CH3:28])[CH2:23][CH2:24][CH2:25][CH2:26][CH2:27]2)[CH2:13]3)[cH:9][cH:10]1.[CH3:31][c:32]1[cH:33][cH:34][cH:35][cH:36][cH:37]1.[CH3:43][OH:44].[Na+:30].[S:38](=[O:39])(=[O:40])([OH:41])[OH:42]>>[C:1]([CH3:2])([CH3:3])([CH3:4])[c:5]1[cH:6][cH:7][c:8](-[c:11]2[c:12]3[c:16]([cH:17][cH:18][cH:19]2)[CH:15]=[C:14]([CH2:21][C:22]2([CH3:28])[CH2:23][CH2:24][CH2:25][CH2:26][CH2:27]2)[CH2:13]3)[cH:9][cH:10]1. The yield is 74.9%. Yields the product FC1=CC=C(C=C1)C1=NN2C(CNCC2)=C1 (2-(4-Fluorophenyl)-4,5,6,7-tetrahydropyrazolo[1,5-a]pyrazine). Run at time 3 hour. The solvent is CO (methanol). Reagents/catalysts: [Pd] (palladium on carbon). RXN SMILES: C([N:8]1[CH2:13][CH2:12][N:11]2[N:14]=[C:15]([C:17]3[CH:22]=[CH:21][C:20]([F:23])=[CH:19][CH:18]=3)[CH:16]=[C:10]2[CH2:9]1)C1C=CC=CC=1>CO.[Pd]>[F:23][C:20]1[CH:19]=[CH:18][C:17]([C:15]2[CH:16]=[C:10]3[CH2:9][NH:8][CH2:13][CH2:12][N:11]3[N:14]=2)=[CH:22][CH:21]=1. Reported procedure: To a degassed solution of Intermediate 1E (17 g, 55.3 mmol) in methanol (170 mL) was added 10% palladium on carbon (2.94 g, 2.77 mmol) and stirred under H2 atmospheric pressure for 3 h. The reaction mixture was filtered through CELITE® pad, washed with methanol (500 mL) and concentrated. The residue was triturated with diethyl ether (2×100 mL) and the resulting solid was filtered, rinsed with diethyl ether (200 mL) and dried under vacuum to afford Intermediate 1F (9 g, 75%). MS(ES): m/z=218 [M+H... Reactants: C(C1=CC=CC=C1)N1CC=2N(CC1)N=C(C2)C2=CC=C(C=C2)F (5-Benzyl-2-(4-fluorophenyl)-4,5,6,7-tetrahydropyrazolo[1,5-a]pyrazine). Starting materials: ClC1=C(C(=O)OCC2=CC=NC3=C(C=CC=C23)NC(C2=C(C=CC=C2Cl)Cl)=O)C(=CC=C1)Cl (4-(2,6-dichlorobenzoyloxymethyl)-8-(2,6-dichlorobenzoylamino)quinoline), [OH-].[Na+] (sodium hydroxide). Solvent: C(C)O (ethanol), O1CCOCC1 (dioxane), ClCCl (dichloromethane). Product: ClC1=C(C(=O)NC=2C=CC=C3C(=CC=NC23)CO)C(=CC=C1)Cl (8-(2,6-dichlorobenzoylamino)-4-hydroxymethylquinoline). Yield: 30.0%. RXN SMILES: ClC1C=CC=C(Cl)C=1C([O:6][CH2:7][C:8]1[C:17]2[C:12](=[C:13]([NH:18][C:19](=[O:28])[C:20]3[C:25]([Cl:26])=[CH:24][CH:23]=[CH:22][C:21]=3[Cl:27])[CH:14]=[CH:15][CH:16]=2)[N:11]=[CH:10][CH:9]=1)=O.[OH-].[Na+]>C(O)C.O1CCOCC1.ClCCl>[Cl:27][C:21]1[CH:22]=[CH:23][CH:24]=[C:25]([Cl:26])[C:20]=1[C:19]([NH:18][C:13]1[CH:14]=[CH:15][CH:16]=[C:17]2[C:12]=1[N:11]=[CH:10][CH:9]=[C:8]2[CH2:7][OH:6])=[O:28] |f:1.2|. Procedure: A mixture of 4-(2,6-dichlorobenzoyloxymethyl)-8-(2,6-dichlorobenzoylamino)quinoline (100 mg), 1N sodium hydroxide solution (0.4 ml) in ethanol (2 ml) and dioxane (1 ml) was refluxed for 5 hours. After cooling, the mixture was diluted with dichloromethane, washed with saturated sodium bicarbonate solution, dried over magnesium sulfate and evaporated in vacuo. The residue was purified by flash chromatography (ethyl acetate-n-hexane) to give 8-(2,6-dichlorobenzoylamino)-4-hydroxymethylquinoline (20...